From a dataset of the Open Reaction Database (ORD), a public repository of structured organic reaction records. describe an organic reaction: reactants, conditions, products, and yield The reactants are CC(C(=O)ONC(=O)OC(C)(C)C)(C)C ([(tert-butoxy)carbonyl]amino 2,2-dimethylpropanoate), [H-].[Na+] (sodium hydride), O1C(=CC2=C1C=CC=C2)S(=O)(=O)Cl (1-benzofuran-2-sulfonyl chloride). The product is CC(C(=O)ON(S(=O)(=O)C=1OC2=C(C1)C=CC=C2)C(=O)OC(C)(C)C)(C)C (N-[(tert-butoxy)carbonyl]-1-benzofuran-2-sulfonamido 2,2-dimethylpropanoate). RXN SMILES: [CH3:1][C:2]([CH3:15])([CH3:14])[C:3]([O:5][NH:6][C:7]([O:9][C:10]([CH3:13])([CH3:12])[CH3:11])=[O:8])=[O:4].[H-].[Na+].[O:18]1[C:22]2[CH:23]=[CH:24][CH:25]=[CH:26][C:21]=2[CH:20]=[C:19]1[S:27](Cl)(=[O:29])=[O:28]>>[CH3:1][C:2]([CH3:15])([CH3:14])[C:3]([O:5][N:6]([C:7]([O:9][C:10]([CH3:13])([CH3:12])[CH3:11])=[O:8])[S:27]([C:19]1[O:18][C:22]2[CH:23]=[CH:24][CH:25]=[CH:26][C:21]=2[CH:20]=1)(=[O:28])=[O:29])=[O:4] |f:1.2|. Reported procedure: N-[(tert-Butoxy)carbonyl]1-benzofuran-2-sulfonamido 2,2-dimethylpropanoate (55) is prepared from [(tert-butoxy)carbonyl]amino 2,2-dimethylpropanoate, sodium hydride and 1-benzofuran-2-sulfonyl chloride according to Scheme 2. (4.0 g, 87%), 1H NMR (250 MHz, DMSO-d6) δ ppm 8.06 (1H, d, 0.8 Hz), 7.92 (1H, d, 7.3 Hz), 7.81 (1H, dd, 8.5, 0.8 Hz), 7.64 (1H, ddd, 8.5, 7.2, 1.4 Hz), 7.42-7.53 (1H, m), 1.37 (9H, s), 1.28 (9H, s). Reactants: solid, Cl.O1COC2=C1C=CC=C2C2CCN(CC2)CC[C@@H]2CC[C@H](CC2)N (Trans-4-[2-(4-Benzo[1,3]dioxol-4-yl-piperidin-1-yl)-ethyl]-cyclohexylamine hydrochloride), Cl.O1COC2=C1C=CC=C2C2CCN(CC2)CC[C@@H]2CC[C@H](CC2)N (Trans-4-[2-(4-Benzo[1,3]dioxol-4-yl-piperidin-1-yl)-ethyl]-cyclohexylamine hydrochloride), COCCC(=O)O (3-methoxypropionic acid). The product is O1COC2=C1C=CC=C2C2CCN(CC2)CC[C@@H]2CC[C@H](CC2)NC(CCOC)=O (Trans-N-{4-[2-(4-Benzo[1,3]dioxol-4-yl-piperidin-1-yl)-ethyl]-cyclohexyl}-3-methoxy-propionamide). As a reaction SMILES: Cl.[O:2]1[C:6]2[CH:7]=[CH:8][CH:9]=[C:10]([CH:11]3[CH2:16][CH2:15][N:14]([CH2:17][CH2:18][C@H:19]4[CH2:24][CH2:23][C@H:22]([NH2:25])[CH2:21][CH2:20]4)[CH2:13][CH2:12]3)[C:5]=2[O:4][CH2:3]1.[CH3:26][O:27][CH2:28][CH2:29][C:30](O)=[O:31]>>[O:2]1[C:6]2[CH:7]=[CH:8][CH:9]=[C:10]([CH:11]3[CH2:16][CH2:15][N:14]([CH2:17][CH2:18][C@H:19]4[CH2:20][CH2:21][C@H:22]([NH:25][C:30](=[O:31])[CH2:29][CH2:28][O:27][CH3:26])[CH2:23][CH2:24]4)[CH2:13][CH2:12]3)[C:5]=2[O:4][CH2:3]1 |f:0.1|. Procedure details: The title compound, white solid (34.2 mg, 60.3%), MS (ISP) m/z=417.5 [(M+H)+], was prepared in accordance with the general method of example 1 from Trans-4-[2-(4-Benzo[1,3]dioxol-4-yl-piperidin-1-yl)-ethyl]-cyclohexylamine hydrochloride (intermediate A) (50 mg, 0.136 mmol) and 3-methoxypropionic acid. Reactants: [Cl-].[Cl-].[Cl-].[Al+3] (aluminum trichloride), C(C)(C)N=C=O (isopropylisocyanate), ClC=1C=C(C=CC1CSC=1N(C(=CN1)C(C)(C)C1=CC(=C(C=C1)Cl)Cl)C1=CC=C(C=C1)F)S(=O)(=O)N (3-chloro-4-((5-(2-(3,4-dichlorophenyl)propan-2-yl)-1-(4-fluorophenyl)-1H-imidazol-2-ylthio)methyl)benzenesulfonamide). Run in C1(=CC=CC=C1)C (toluene). Reaction conditions: time 3 minute. Product: ClC=1C=C(C=CC1CSC=1N(C(=CN1)C(C)(C)C1=CC(=C(C=C1)Cl)Cl)C1=CC=C(C=C1)F)S(=O)(=O)NC(NC(C)C)=O (3-Chloro-4-((5-(2-(3,4-dichlorophenyl)propan-2-yl)-1-(4-fluorophenyl)-1H-imidazol-2-ylthio)methyl)-N-(isopropylcarbamoyl)benzenesulfonamide). The yield is 43.9%. As a reaction SMILES: [Cl-].[Cl-].[Cl-].[Al+3].[CH:5]([N:8]=[C:9]=[O:10])([CH3:7])[CH3:6].[Cl:11][C:12]1[CH:13]=[C:14]([S:43]([NH2:46])(=[O:45])=[O:44])[CH:15]=[CH:16][C:17]=1[CH2:18][S:19][C:20]1[N:21]([C:36]2[CH:41]=[CH:40][C:39]([F:42])=[CH:38][CH:37]=2)[C:22]([C:25]([C:28]2[CH:33]=[CH:32][C:31]([Cl:34])=[C:30]([Cl:35])[CH:29]=2)([CH3:27])[CH3:26])=[CH:23][N:24]=1>C1(C)C=CC=CC=1>[Cl:11][C:12]1[CH:13]=[C:14]([S:43]([NH:46][C:9](=[O:10])[NH:8][CH:5]([CH3:7])[CH3:6])(=[O:45])=[O:44])[CH:15]=[CH:16][C:17]=1[CH2:18][S:19][C:20]1[N:21]([C:36]2[CH:41]=[CH:40][C:39]([F:42])=[CH:38][CH:37]=2)[C:22]([C:25]([C:28]2[CH:33]=[CH:32][C:31]([Cl:34])=[C:30]([Cl:35])[CH:29]=2)([CH3:27])[CH3:26])=[CH:23][N:24]=1 |f:0.1.2.3|. Procedure details: To a stirred solution of aluminum trichloride (75 mg, 513 μmol, 3.0 eq) in toluene (1 mL, anhyd) was added isopropylisocyanate (17 μL, 170 μmol, 1.0 eq). After 3 min of stirring at room temperature, 3-chloro-4-((5-(2-(3,4-dichlorophenyl)propan-2-yl)-1-(4-fluorophenyl)-1H-imidazol-2-ylthio)methyl)benzenesulfonamide (100 mg, 170 μmol, 1.0 eq) was added neat. The reaction mixture was heated at 80° C. for 16 h, then partitioned between ethyl acetate and water. The aqueous layer was extracted with et... Starting materials: C1CCOC1, COC(=O)c1cc(F)ccc1NC(=O)COCC(=O)N1CCN(C(c2ccccc2)c2ccccc2)CC1, [Na+], [OH-]. Product: O=C(COCC(=O)N1CCN(C(c2ccccc2)c2ccccc2)CC1)Nc1ccc(F)cc1C(=O)O. Reaction SMILES: [CH2:41]1[O:42][CH2:43][CH2:44][CH2:45]1.[CH:1]([c:2]1[cH:3][cH:4][cH:5][cH:6][cH:7]1)([c:8]1[cH:9][cH:10][cH:11][cH:12][cH:13]1)[N:14]1[CH2:15][CH2:16][N:17]([C:20]([CH2:21][O:22][CH2:23][C:24](=[O:25])[NH:26][c:27]2[c:28]([C:29](=[O:30])[O:31][CH3:32])[cH:33][c:34]([F:37])[cH:35][cH:36]2)=[O:38])[CH2:18][CH2:19]1.[Na+:40].[OH-:39]>>[CH:1]([c:2]1[cH:3][cH:4][cH:5][cH:6][cH:7]1)([c:8]1[cH:9][cH:10][cH:11][cH:12][cH:13]1)[N:14]1[CH2:15][CH2:16][N:17]([C:20]([CH2:21][O:22][CH2:23][C:24](=[O:25])[NH:26][c:27]2[c:28]([C:29](=[O:30])[OH:31])[cH:33][c:34]([F:37])[cH:35][cH:36]2)=[O:38])[CH2:18][CH2:19]1. The reactants are CO, CC#N, COC(=O)c1ccc(NC(=O)NS(=O)(=O)c2ccc(Cl)s2)cc1, [Li+], [OH-]. Yields the product O=C(Nc1ccc(C(=O)O)cc1)NS(=O)(=O)c1ccc(Cl)s1. RXN SMILES: [CH3:26][OH:27].[CH3:28][C:29]#[N:30].[Cl:1][c:2]1[cH:3][cH:4][c:5]([S:7](=[O:8])(=[O:9])[NH:10][C:11](=[O:12])[NH:13][c:14]2[cH:15][cH:16][c:17]([C:18](=[O:19])[O:20][CH3:21])[cH:22][cH:23]2)[s:6]1.[Li+:25].[OH-:24]>>[Cl:1][c:2]1[cH:3][cH:4][c:5]([S:7](=[O:8])(=[O:9])[NH:10][C:11](=[O:12])[NH:13][c:14]2[cH:15][cH:16][c:17]([C:18](=[O:19])[OH:20])[cH:22][cH:23]2)[s:6]1. Reactants: O.[I-].[I-].[I-].[I-].FC(C1=CC=CC2=[S+]C3=CC=CC=C3N=C12)(F)F.FC(F)(F)C1=CC=CC2=[S+]C3=CC=CC=C3N=C12.FC(F)(F)C1=CC=CC2=[S+]C3=CC=CC=C3N=C12.FC(F)(F)C1=CC=CC2=[S+]C3=CC=CC=C3N=C12 (1-trifluoromethylphenothiazin-5-ium tetraiodide hydrate), C(=O)(OC(C)(C)C)N1CCNCC1 (1-Boc-piperazine), CO (methanol). Product: [I-].C(=O)(OC(C)(C)C)N1CCN(CC1)C=1C(=C(C2=NC3=CC=CC=C3[S+]=C2C1)C(F)(F)F)N1CCN(CC1)C(=O)OC(C)(C)C (Di(4-Boc-piperazin-1-yl)-1-trifluoromethylphenothiazin-5-ium iodide). RXN SMILES: [OH2:1].[I-:2].[I-].[I-].[I-].[F:6][C:7]([F:23])([F:22])[C:8]1[C:21]2[C:12](=[S+:13][C:14]3[C:19]([N:20]=2)=[CH:18][CH:17]=[CH:16][CH:15]=3)[CH:11]=[CH:10][CH:9]=1.FC(C1[C:41]2[C:32](=[S+][C:34]3[C:39]([N:40]=2)=CC=CC=3)C=CC=1)(F)F.F[C:43]([C:46]1[C:59]2C(=[S+]C3C(N=2)=CC=CC=3)C=C[CH:47]=1)(F)F.FC(C1[C:77]2C(=[S+]C3C([N:76]=2)=CC=CC=3)C=CC=1)(F)F.[C:78]([N:85]1[CH2:90][CH2:89][NH:88][CH2:87][CH2:86]1)([O:80][C:81]([CH3:84])([CH3:83])[CH3:82])=[O:79].C[OH:92]>>[I-:2].[C:78]([N:85]1[CH2:86][CH2:87][N:88]([C:10]2[C:9]([N:40]3[CH2:39][CH2:34][N:76]([C:77]([O:92][C:46]([CH3:43])([CH3:47])[CH3:59])=[O:1])[CH2:32][CH2:41]3)=[C:8]([C:7]([F:6])([F:22])[F:23])[C:21]3[C:12]([CH:11]=2)=[S+:13][C:14]2[C:19](=[CH:18][CH:17]=[CH:16][CH:15]=2)[N:20]=3)[CH2:89][CH2:90]1)([O:80][C:81]([CH3:84])([CH3:83])[CH3:82])=[O:79] |f:0.1.2.3.4.5.6.7.8,11.12|. Procedure details: A solution of 1-trifluoromethylphenothiazin-5-ium tetraiodide hydrate (150 mg, 0.19 mmol) in methanol (10 mL) and 1-Boc-piperazine (93 mg, 0.5 mmol) was stirred for 4 h at room temperature. The resulting mixture was concentrated to dryness and purified by flash chromatography using the methanol-chloroform gradient to provide the title compound. The reactants are NC1=CC=CC=2C(C3=CC=CC(=C3C(C12)=O)Cl)=O (1-amino-8-chloroanthraquinone), CCCCCCCCS(=O)(=O)N (n-octanesulfonamide), C([O-])([O-])=O.[K+].[K+] (potassium carbonate), cupric acetate monohydrate. The solvent is ClC1=CC=CC=C1 (chlorobenzene). Yields the product C(CCCCCCC)S(=O)(=O)NC1=CC=CC=2C(C3=CC=CC(=C3C(C12)=O)N)=O (1-(n-octylsulfonylamino)-8-aminoanthraquinone). As a reaction SMILES: [NH2:1][C:2]1[C:15]2[C:14](=[O:16])[C:13]3[C:8](=[CH:9][CH:10]=[CH:11][C:12]=3Cl)[C:7](=[O:18])[C:6]=2[CH:5]=[CH:4][CH:3]=1.[CH3:19][CH2:20][CH2:21][CH2:22][CH2:23][CH2:24][CH2:25][CH2:26][S:27]([NH2:30])(=[O:29])=[O:28].C(=O)([O-])[O-].[K+].[K+]>ClC1C=CC=CC=1>[CH2:26]([S:27]([NH:30][C:12]1[C:13]2[C:14](=[O:16])[C:15]3[C:6](=[CH:5][CH:4]=[CH:3][C:2]=3[NH2:1])[C:7](=[O:18])[C:8]=2[CH:9]=[CH:10][CH:11]=1)(=[O:29])=[O:28])[CH2:25][CH2:24][CH2:23][CH2:22][CH2:21][CH2:20][CH3:19] |f:2.3.4|. Procedure: 1-(n-octylsulfonylamino)-8-aminoanthraquinone was prepared as follows. 1-amino-8-chloroanthraquinone (1.0g), n-octanesulfonamide (1.0g), potassium carbonate (1.0g), cupric acetate monohydrate (0.85g) and chlorobenzene (16.0g) were refluxed for 5.5 hours. The cooled mixture was filtered and aqueous methanol was added to the filtrate. The supernatant liquid was decanted and the remaining oil was dissolved in dichloromethane. On addition of methanol and partial evaporation of the solvent, the produ... Run in C(C)O (ethanol). As a reaction SMILES: Cl[C:2]1[CH:11]=[CH:10][N:9]=[C:8]2[C:3]=1[CH:4]=[CH:5][C:6]([CH3:12])=[N:7]2.[NH2:13][C:14]1[CH:19]=[C:18]([O:20][CH2:21][C:22]2[CH:27]=[CH:26][C:25]([Br:28])=[CH:24][CH:23]=2)[CH:17]=[CH:16][C:15]=1[S:29][C:30]1[CH:35]=[CH:34][C:33]([NH:36][C:37](=[O:39])[CH3:38])=[CH:32][CH:31]=1>C(O)C>[Br:28][C:25]1[CH:26]=[CH:27][C:22]([CH2:21][O:20][C:18]2[CH:17]=[CH:16][C:15]([S:29][C:30]3[CH:35]=[CH:34][C:33]([NH:36][C:37](=[O:39])[CH3:38])=[CH:32][CH:31]=3)=[C:14]([NH:13][C:2]3[C:3]4[C:8](=[N:7][C:6]([CH3:12])=[CH:5][CH:4]=4)[N:9]=[CH:10][CH:11]=3)[CH:19]=2)=[CH:23][CH:24]=1. Product: BrC1=CC=C(COC2=CC(=C(C=C2)SC2=CC=C(C=C2)NC(C)=O)NC2=CC=NC3=NC(=CC=C23)C)C=C1 (N-{4-[4-(4-Bromo-benzyloxy)-2-(7-methyl-[1,8]naphthyridin-4-ylamino)-phenylsulfanyl]-phenyl}-acetamide). Reported procedure: The product from Example 1d (18 mg, 0.085 mmol) was reacted in ethanol (1 mL) with the product from Example 158a (37 mg, 0.085 mmol) for 18 h following the procedure from Example 1g giving the crude title compound which was purified by HPLC with TFA providing the product as a trifluoroacetic acid salt (26 mg, 42%). 1H NMR (300 MHz, DMSO-d6) δ ppm: 0.97 (t, J=7.35 Hz, 3H) 1.67-1.92 (m, 2H) 2.02 (s, 3H) 2.99 (t, J=7.54 Hz, 2H) 5.14 (s, 2H) 6.30 (d, J=6.99 Hz, 1H) 7.14 (d, J=8.46 Hz, 2H) 7.16-7.26 ... The reactants are ClC1=C2C=CC(=NC2=NC=C1)C (5-Chloro-2-methyl-[1,8]naphthyridine), NC1=C(C=CC(=C1)OCC1=CC=C(C=C1)Br)SC1=CC=C(C=C1)NC(C)=O (N-{4-[2-Amino-4-(4-bromo-benzyloxy)-phenylsulfanyl]-phenyl}-acetamide). The reactants are [Al+3], COc1cccc(CC(CCC(=O)O)[N+](=O)[O-])c1, [Cl-], [Cl-], [Cl-], ClCCCl, O, O=S(Cl)Cl. Product: COc1ccc2c(c1)CC([N+](=O)[O-])CCC2=O. Reaction SMILES: [Al+3:24].[CH3:1][O:2][c:3]1[cH:4][c:5]([CH2:9][CH:10]([CH2:11][CH2:12][C:13](=[O:14])[OH:15])[N+:16](=[O:17])[O-:18])[cH:6][cH:7][cH:8]1.[Cl-:23].[Cl-:25].[Cl-:26].[Cl:28][CH2:29][CH2:30][Cl:31].[OH2:27].[S:19]([Cl:20])([Cl:21])=[O:22]>>[CH3:1][O:2][c:3]1[cH:4][c:5]2[c:6]([cH:7][cH:8]1)[C:13](=[O:15])[CH2:12][CH2:11][CH:10]([N+:16](=[O:17])[O-:18])[CH2:9]2. Reactants: CNC1=C(C=2CCCCC2C=C1)[N+](=O)[O-] (N-methyl-1-nitro-5,6,7,8-tetrahydronaphthalen-2-amine), atmosphere, [H][H] (hydrogen). Reagents/catalysts: [Pd] (Pd on carbon). Solvent: CO (MeOH). Reaction conditions: time 16 hour. The product is CNC=1C(=C2CCCCC2=CC1)N (N2-methyl-5,6,7,8-tetrahydronaphthalene-1,2-diamine). Isolated yield 61.0%. RXN SMILES: [CH3:1][NH:2][C:3]1[CH:12]=[CH:11][C:10]2[CH2:9][CH2:8][CH2:7][CH2:6][C:5]=2[C:4]=1[N+:13]([O-])=O.[H][H]>CO.[Pd]>[CH3:1][NH:2][C:3]1[C:4]([NH2:13])=[C:5]2[C:10](=[CH:11][CH:12]=1)[CH2:9][CH2:8][CH2:7][CH2:6]2. Reported procedure: To a solution of N-methyl-1-nitro-5,6,7,8-tetrahydronaphthalen-2-amine (crude product from the previous step, 190 mg, 0.918 mmol) in MeOH (20 mL) was added 10% Pd on carbon (98 mg, 0.0918 mmol) under nitrogen, then replaced with hydrogen atmosphere (1 L). The resulting mixture was stirred at room temperature for 16 h. After filtration through Celite, the filtrate was concentrated and the residue was purified by prep-TLC (DCM/MeOH v/v 10:1) to give N2-methyl-5,6,7,8-tetrahydronaphthalene-1,2-diam...